This data is from the Open Reaction Database (ORD), a public repository of structured organic reaction records. The task is: describe an organic reaction: reactants, conditions, products, and yield Reactants: CO (methanol), COC=1C=C(C[C@@H]2N(CCC2)C(CCCCC(=O)N2[C@H](CCC2)CC2=CC(=C(C=C2)OC)OC)=O)C=CC1OC ((R,R)-1,6-bis[2-(3,4-dimethoxybenzyl)pyrrolidin-1-yl]-1,6-dioxohexane), BH3, CSC (DMS), CO (MeOH). The solvent is C1CCOC1 (THF). Conditions: time 8 hour. Product: COC=1C=C(C[C@@H]2N(CCC2)CCCCCCN2[C@H](CCC2)CC2=CC(=C(C=C2)OC)OC)C=CC1OC ((R,R)-1,6-bis[2-(3,4-dimethoxybenzyl)pyrrolidin-1-yl]hexane). RXN SMILES: [CH3:1][O:2][C:3]1[CH:4]=[C:5]([CH:36]=[CH:37][C:38]=1[O:39][CH3:40])[CH2:6][C@H:7]1[CH2:11][CH2:10][CH2:9][N:8]1[C:12](=O)[CH2:13][CH2:14][CH2:15][CH2:16][C:17]([N:19]1[CH2:23][CH2:22][CH2:21][C@@H:20]1[CH2:24][C:25]1[CH:30]=[CH:29][C:28]([O:31][CH3:32])=[C:27]([O:33][CH3:34])[CH:26]=1)=O.CSC.CO>C1COCC1>[CH3:34][O:33][C:27]1[CH:26]=[C:25]([CH:30]=[CH:29][C:28]=1[O:31][CH3:32])[CH2:24][C@H:20]1[CH2:21][CH2:22][CH2:23][N:19]1[CH2:17][CH2:16][CH2:15][CH2:14][CH2:13][CH2:12][N:8]1[CH2:9][CH2:10][CH2:11][C@@H:7]1[CH2:6][C:5]1[CH:36]=[CH:37][C:38]([O:39][CH3:40])=[C:3]([O:2][CH3:1])[CH:4]=1. Procedure details: (R,R)-1,6-bis[2-(3,4-dimethoxybenzyl)pyrrolidin-1-yl]-1,6-dioxohexane (0.001 mol) in dry THF was added to a solution containing 0.5 mL (0.005 mol) 10M BH3.DMS, and the solution was heated under reflux in an argon atmosphere. Heating was maintained for 2 hours, after which time the mixture was cooled and 10 mL anhydrous methanol was added dropwise. After gas evolution had subsided, 10 mL of saturated HCL-MeOH was added dropwise and the mixture heated under reflux for 15 minutes. The mixture was c...